This data is from the Open Reaction Database (ORD), a public repository of structured organic reaction records. The task is: describe an organic reaction: reactants, conditions, products, and yield Starting materials: N[C@H](CN(C(OC(C)(C)C)=O)C=1SC(=NN1)C1=C2C=NN=CC2=CC=C1)CC1=CC=C(C=C1)C(F)(F)F (tert-butyl (S)-2-amino-3(4-(trifluoromethyl)phenyl)propyl(5-(phthalazin-5-yl)-1,3,4-thiadiazol-2-yl)carbamate), C(=O)(C(F)(F)F)O (TFA). Reaction conditions: time 30 minute. The product is N[C@H](CNC=1SC(=NN1)C1=C2C=NN=CC2=CC=C1)CC1=CC=C(C=C1)C(F)(F)F (N—((S)-2-amino-3-(4-(trifluoromethyl)phenyl)propyl)-5-(phthalazin-5-yl)-1,3,4-thiadiazol-2-amine). Yield: 73.2%. RXN SMILES: [NH2:1][C@@H:2]([CH2:27][C:28]1[CH:33]=[CH:32][C:31]([C:34]([F:37])([F:36])[F:35])=[CH:30][CH:29]=1)[CH2:3][N:4]([C:12]1[S:13][C:14]([C:17]2[CH:26]=[CH:25][CH:24]=[C:23]3[C:18]=2[CH:19]=[N:20][N:21]=[CH:22]3)=[N:15][N:16]=1)C(=O)OC(C)(C)C.C(O)(C(F)(F)F)=O>>[NH2:1][C@@H:2]([CH2:27][C:28]1[CH:33]=[CH:32][C:31]([C:34]([F:35])([F:37])[F:36])=[CH:30][CH:29]=1)[CH2:3][NH:4][C:12]1[S:13][C:14]([C:17]2[CH:26]=[CH:25][CH:24]=[C:23]3[C:18]=2[CH:19]=[N:20][N:21]=[CH:22]3)=[N:15][N:16]=1. Procedure: To a 50 mL round bottom flask was added tert-butyl (S)-2-amino-3(4-(trifluoromethyl)phenyl)propyl(5-(phthalazin-5-yl)-1,3,4-thiadiazol-2-yl)carbamate (0.025 g, 0.0476 mmol) DCM (5 mL) and TFA (5 mL). The resulting solution was stirred for 30 minutes and evaporated. The residue was dissolved in EtOAc (100 mL), washed with a mixture of aqueous saturated sodium bicarbonate plus 5% 5N NaOH, and saturated sodium bicarbonate (2×). The organic layer was dried over sodium sulfate and evaporated to provi... The reactants are COc1nc2cc([N+](=O)[O-])cc(CBr)c2nc1OC, CCOP(=O)(CNCc1ccccc1)OCC, CCN(C(C)C)C(C)C, CCOC(C)=O, CN(C)C=O, Cl. Yields the product CCOP(=O)(CN(Cc1ccccc1)Cc1cc([N+](=O)[O-])cc2nc(OC)c(OC)nc12)OCC. As a reaction SMILES: [Br:1][CH2:2][c:3]1[c:4]2[n:5][c:6]([O:18][CH3:19])[c:7]([O:16][CH3:17])[n:8][c:9]2[cH:10][c:11]([N+:13](=[O:14])[O-:15])[cH:12]1.[CH2:21]([c:22]1[cH:23][cH:24][cH:25][cH:26][cH:27]1)[NH:28][CH2:29][P:30]([O:31][CH2:32][CH3:33])(=[O:34])[O:35][CH2:36][CH3:37].[CH2:38]([N:39]([CH:40]([CH3:41])[CH3:42])[CH:43]([CH3:44])[CH3:45])[CH3:46].[CH3:47][CH2:48][O:49][C:50](=[O:51])[CH3:52].[CH3:53][N:54]([CH3:55])[CH:56]=[O:57].[ClH:20]>>[CH2:2]([c:3]1[c:4]2[n:5][c:6]([O:18][CH3:19])[c:7]([O:16][CH3:17])[n:8][c:9]2[cH:10][c:11]([N+:13](=[O:14])[O-:15])[cH:12]1)[N:28]([CH2:21][c:22]1[cH:23][cH:24][cH:25][cH:26][cH:27]1)[CH2:29][P:30]([O:31][CH2:32][CH3:33])(=[O:34])[O:35][CH2:36][CH3:37]. The reactants are CS(C)=O, NC1CC1, O=[N+]([O-])c1ccccc1F, O. The product is O=[N+]([O-])c1ccccc1NC1CC1. RXN SMILES: [CH3:16][S:17]([CH3:18])=[O:19].[CH:11]1([NH2:14])[CH2:12][CH2:13]1.[F:1][c:2]1[c:3]([N+:8](=[O:9])[O-:10])[cH:4][cH:5][cH:6][cH:7]1.[OH2:15]>>[c:2]1([NH:14][CH:11]2[CH2:12][CH2:13]2)[c:3]([N+:8](=[O:9])[O-:10])[cH:4][cH:5][cH:6][cH:7]1. Reactants: C1(=CC=CC=C1)S (thiophenol), [H-].[Na+] (NaH), O (water), C(C)(C)(C)OC(C[C@H](NC(=O)OCC1=CC=CC=C1)CI)=O (N-(benzyloxycarbonyl)-3(S)-iodomethy-β-alanine tert-butyl ester). The solvent is CN(C=O)C (N,N-dimethylformamide). Run at time 30 minute. Product: C(C)(C)(C)OC(C[C@H](NC(=O)OCC1=CC=CC=C1)CSC1=CC=CC=C1)=O (N-(benzyloxycarbonyl)-3(S)-phenylthiomethy-β-alanine tert-butyl ester). As a reaction SMILES: [C:1]1([SH:7])[CH:6]=[CH:5][CH:4]=[CH:3][CH:2]=1.[H-].[Na+].[C:10]([O:14][C:15](=[O:31])[CH2:16][C@@H:17]([CH2:29]I)[NH:18][C:19]([O:21][CH2:22][C:23]1[CH:28]=[CH:27][CH:26]=[CH:25][CH:24]=1)=[O:20])([CH3:13])([CH3:12])[CH3:11].O>CN(C)C=O>[C:10]([O:14][C:15](=[O:31])[CH2:16][C@@H:17]([CH2:29][S:7][C:1]1[CH:6]=[CH:5][CH:4]=[CH:3][CH:2]=1)[NH:18][C:19]([O:21][CH2:22][C:23]1[CH:24]=[CH:25][CH:26]=[CH:27][CH:28]=1)=[O:20])([CH3:13])([CH3:11])[CH3:12] |f:1.2|. Procedure: To a solution of thiophenol (0.15 ml) in N,N-dimethylformamide (6 ml) was added NaH (58 mg) under ice cooling. After stirring at room temperature for 30 minutes, N-(benzyloxycarbonyl)-3(S)-iodomethy-β-alanine tert-butyl ester (0.6 g) was added and stirred for additional 1 hour. The mixture was poured into water and extracted with ethyl acetate. The extract was washed with water, brine and dried over MgSO4, and evaporated in vacuo. The residue was purified by column chromatography on silica gel e... Starting materials: CC1(C)OB(c2cccc3[nH]ncc23)OC1(C)C, CC(O)CNC(=O)c1cccc(-c2cc3nc(Cl)nc(N4CCOCC4)c3s2)c1. Yields the product CC(O)CNC(=O)c1cccc(-c2cc3nc(-c4cccc5[nH]ncc45)nc(N4CCOCC4)c3s2)c1. As a reaction SMILES: [CH3:30][C:31]1([CH3:32])[C:33]([CH3:34])([CH3:35])[O:36][B:37]([c:38]2[c:39]3[cH:40][n:41][nH:42][c:43]3[cH:44][cH:45][cH:46]2)[O:47]1.[Cl:1][c:2]1[n:3][c:4]([N:24]2[CH2:25][CH2:26][O:27][CH2:28][CH2:29]2)[c:5]2[c:6]([n:7]1)[cH:8][c:9](-[c:11]1[cH:12][c:13]([C:14](=[O:15])[NH:16][CH2:17][CH:18]([CH3:19])[OH:20])[cH:21][cH:22][cH:23]1)[s:10]2>>[c:2]1(-[c:38]2[c:39]3[cH:40][n:41][nH:42][c:43]3[cH:44][cH:45][cH:46]2)[n:3][c:4]([N:24]2[CH2:25][CH2:26][O:27][CH2:28][CH2:29]2)[c:5]2[c:6]([n:7]1)[cH:8][c:9](-[c:11]1[cH:12][c:13]([C:14](=[O:15])[NH:16][CH2:17][CH:18]([CH3:19])[OH:20])[cH:21][cH:22][cH:23]1)[s:10]2.